This data is from the Open Reaction Database (ORD), a public repository of structured organic reaction records. The task is: describe an organic reaction: reactants, conditions, products, and yield Reactants: CC#N, CCN(C(C)C)C(C)C, C#Cc1ccc(Cl)cc1, [Cu]I, CNC(=O)c1cc(I)c(C)n(-c2cccc(C(F)(F)F)c2)c1=O, [Pd], c1ccc(P(c2ccccc2)c2ccccc2)cc1, c1ccc(P(c2ccccc2)c2ccccc2)cc1, c1ccc(P(c2ccccc2)c2ccccc2)cc1, c1ccc(P(c2ccccc2)c2ccccc2)cc1. Product: CNC(=O)c1cc(C#Cc2ccc(Cl)cc2)c(C)n(-c2cccc(C(F)(F)F)c2)c1=O. RXN SMILES: [CH3:42][C:43]#[N:44].[CH:33]([N:34]([CH2:35][CH3:36])[CH:37]([CH3:38])[CH3:39])([CH3:40])[CH3:41].[Cl:24][c:25]1[cH:26][cH:27][c:28]([C:31]#[CH:32])[cH:29][cH:30]1.[Cu:122][I:123].[I:1][c:2]1[cH:3][c:4]([C:20](=[O:21])[NH:22][CH3:23])[c:5](=[O:19])[n:6](-[c:9]2[cH:10][c:11]([C:15]([F:16])([F:17])[F:18])[cH:12][cH:13][cH:14]2)[c:7]1[CH3:8].[Pd:45].[c:103]1([P:104]([c:105]2[cH:106][cH:107][cH:108][cH:109][cH:110]2)[c:111]2[cH:112][cH:113][cH:114][cH:115][cH:116]2)[cH:117][cH:118][cH:119][cH:120][cH:121]1.[c:46]1([P:47]([c:48]2[cH:49][cH:50][cH:51][cH:52][cH:53]2)[c:54]2[cH:55][cH:56][cH:57][cH:58][cH:59]2)[cH:60][cH:61][cH:62][cH:63][cH:64]1.[c:65]1([P:66]([c:67]2[cH:68][cH:69][cH:70][cH:71][cH:72]2)[c:73]2[cH:74][cH:75][cH:76][cH:77][cH:78]2)[cH:79][cH:80][cH:81][cH:82][cH:83]1.[c:84]1([P:85]([c:86]2[cH:87][cH:88][cH:89][cH:90][cH:91]2)[c:92]2[cH:93][cH:94][cH:95][cH:96][cH:97]2)[cH:98][cH:99][cH:100][cH:101][cH:102]1>>[c:2]1([C:32]#[C:31][c:28]2[cH:27][cH:26][c:25]([Cl:24])[cH:30][cH:29]2)[cH:3][c:4]([C:20](=[O:21])[NH:22][CH3:23])[c:5](=[O:19])[n:6](-[c:9]2[cH:10][c:11]([C:15]([F:16])([F:17])[F:18])[cH:12][cH:13][cH:14]2)[c:7]1[CH3:8]. Starting materials: CC(=O)Nn1nnnc1S, COCCO[Al+]OCCOC, [Cl-], [H-], [H-], [Na+], [Na+], C1CCOC1, O=S(=O)(O)O, Cc1ccccc1. The product is CCNn1nnnc1S. Reaction SMILES: [C:1]([CH3:2])(=[O:3])[NH:4][n:5]1[n:6][n:7][n:8][c:9]1[SH:10].[CH3:19][O:20][CH2:21][CH2:22][O:23][Al+:24][O:25][CH2:26][CH2:27][O:28][CH3:29].[Cl-:38].[H-:18].[H-:31].[Na+:30].[Na+:37].[O:39]1[CH2:40][CH2:41][CH2:42][CH2:43]1.[S:32](=[O:33])(=[O:34])([OH:35])[OH:36].[c:11]1([CH3:12])[cH:13][cH:14][cH:15][cH:16][cH:17]1>>[CH2:1]([CH3:2])[NH:4][n:5]1[n:6][n:7][n:8][c:9]1[SH:10]. The reactants are NO.Cl (NH2OH.HCl), COC(C1=C(C(=C(C=C1)CN1C(=NC(=C1C=O)Br)CCCC)F)F)=O (4-(4-Bromo-2-butyl-5-formyl-imidazol-1-ylmethyl)-2,3-difluorobenzoic acid methyl ester), N1=CC=CC=C1 (pyridine), O (water). Run at time 8 hour. Product: COC(C1=C(C(=C(C=C1)CN1C(=NC(=C1C=NO)Br)CCCC)F)F)=O (4-[4-Bromo-2-butyl-5-(hydroxyiminomethyl)imidazol-1-ylmethyl]-2,3-difluorobenzoic acid methyl ester). The yield is 83.7%. As a reaction SMILES: [CH3:1][O:2][C:3](=[O:25])[C:4]1[CH:9]=[CH:8][C:7]([CH2:10][N:11]2[C:15]([CH:16]=O)=[C:14]([Br:18])[N:13]=[C:12]2[CH2:19][CH2:20][CH2:21][CH3:22])=[C:6]([F:23])[C:5]=1[F:24].N1C=CC=CC=1.[OH2:32].[NH2:33]O.Cl>>[CH3:1][O:2][C:3](=[O:25])[C:4]1[CH:9]=[CH:8][C:7]([CH2:10][N:11]2[C:15]([CH:16]=[N:33][OH:32])=[C:14]([Br:18])[N:13]=[C:12]2[CH2:19][CH2:20][CH2:21][CH3:22])=[C:6]([F:23])[C:5]=1[F:24] |f:3.4|. Procedure details: Intermediate (8a) (4.1 g, 10 mmol) was dissolved in pyridine (20 mL, 200 mmol), and water (10 mL, 600 mmol). NH2OH.HCl (898 mg, 12.9 mmol) was added and the mixture was stirred at room temperature overnight. The reaction was quenched by the addition of water (20 mL) and the mixture stirred for 20 minutes. The resulting solid was filtered and dried to yield 3.6 g of intermediate (8b) as a light yellow solid. MS m/z: [M+H+] calcd for C17H18BrF2N3O3, 431.24; found 432.2. The reactants are FC=1C=CC(=C(C1)C(F)(F)F)[N+](=O)[O-] (5-Fluoro-2-nitrobenzotrifluoride), N[C@@H]1CC[C@H](CC1)C(=O)O (trans-4-aminocyclohexane carboxylic acid). Run in C(C)#N (acetonitrile), CN(C=O)C (dimethylformamide), O (water). Conditions: temperature 85 celsius. Product: [N+](=O)([O-])C1=C(C=C(C=C1)N[C@@H]1CC[C@H](CC1)C(=O)O)C(F)(F)F (trans-4-(4-nitro-3-trifluoromethyl-phenylamino)-cyclohexanecarboxylic acid), solid. RXN SMILES: F[C:2]1[CH:3]=[CH:4][C:5]([N+:12]([O-:14])=[O:13])=[C:6]([C:8]([F:11])([F:10])[F:9])[CH:7]=1.[NH2:15][C@H:16]1[CH2:21][CH2:20][C@H:19]([C:22]([OH:24])=[O:23])[CH2:18][CH2:17]1>C(#N)C.CN(C)C=O.O>[N+:12]([C:5]1[CH:4]=[CH:3][C:2]([NH:15][C@H:16]2[CH2:21][CH2:20][C@H:19]([C:22]([OH:24])=[O:23])[CH2:18][CH2:17]2)=[CH:7][C:6]=1[C:8]([F:11])([F:10])[F:9])([O-:14])=[O:13]. Procedure details: 5-Fluoro-2-nitrobenzotrifluoride (1.46 g, 7.0 mmol) and trans-4-aminocyclohexane carboxylic acid (1.0 g, 7.0 mmol) were dissolved in a mixture of acetonitrile (42 mL), dimethylformamide (21 mL), and water (7 mL). The resulting solution was heated to 85° C. and then maintained at this temperature overnight. After cooling to room temperature, the mixture was partly concentrated under vacuum, diluted with ethyl acetate (50 mL), and washed with water (30 mL). The aqueous phase was acidified to pH 4 ... Starting materials: C(C)(=O)OC1C2=CC=CC=C2OC=2C=CC=CC12 (9-acetoxyxanthene), CN(CCCC1CNCCC1)C (3-(3-dimethylaminopropyl)piperidine), CN(CCCC=1C=NC=CC1)C (3-(3-dimethylaminopropyl)pyridine). Reagents/catalysts: [Ru](=O)=O (ruthenium dioxide). Product: C1=CC=CC=2OC3=CC=CC=C3C(C12)N1CC(CCC1)CCCN(C)C (1-(9-xanthenyl)-3-[3-(dimethylamino)propyl]piperidine). Reaction SMILES: C(O[CH:5]1[C:18]2[CH:17]=[CH:16][CH:15]=[CH:14][C:13]=2[O:12][C:11]2[C:6]1=[CH:7][CH:8]=[CH:9][CH:10]=2)(=O)C.[CH3:19][N:20]([CH3:30])[CH2:21][CH2:22][CH2:23][CH:24]1[CH2:29][CH2:28][CH2:27][NH:26][CH2:25]1.CN(C)CCCC1C=NC=CC=1>[Ru](=O)=O>[CH:7]1[C:6]2[CH:5]([N:26]3[CH2:27][CH2:28][CH2:29][CH:24]([CH2:23][CH2:22][CH2:21][N:20]([CH3:30])[CH3:19])[CH2:25]3)[C:18]3[C:13](=[CH:14][CH:15]=[CH:16][CH:17]=3)[O:12][C:11]=2[CH:10]=[CH:9][CH:8]=1. Reported procedure: By the procedure of Example 1, reacting 9-acetoxyxanthene with 3-(3-dimethylaminopropyl)piperidine [prepared by hydrogenating 3-(3-dimethylaminopropyl)pyridine in the presence of ruthenium dioxide by the procedure of Example 12] gives 1-(9-xanthenyl)-3-[3-(dimethylamino)propyl]piperidine. Starting materials: O=C(O)C1c2cccc3cccc(c23)C1C(=O)O, [NH4+], [OH-]. Yields the product O=C1NC(=O)C2c3cccc4cccc(c34)C12. Reaction SMILES: [CH:1]1([C:16](=[O:15])[OH:18])[CH:2]([C:13](=[O:14])[OH:17])[c:3]2[cH:4][cH:5][cH:6][c:7]3[cH:8][cH:9][cH:10][c:11]1[c:12]23.[NH4+:19].[OH-:20]>>[CH:1]12[CH:2]([c:3]3[cH:4][cH:5][cH:6][c:7]4[cH:8][cH:9][cH:10][c:11]1[c:12]34)[C:13](=[O:14])[NH:19][C:16]2=[O:18]. Starting materials: ClC=1N=CC=C2C1OC(=C(C2=O)C2=CC=C(C=C2)C2(CCC2)NC(OC(C)(C)C)=O)C2=CC=CC=C2 (tert-Butyl 1-(4-(8-chloro-4-oxo-2-phenyl-4H-pyrano[2,3-c]pyridin-3-yl)phenyl)cyclobutylcarbamate), C([O-])([O-])=O.[Na+].[Na+] (sodium carbonate), C(C(C)C)N1N=CC(=C1)B1OC(C(O1)(C)C)(C)C (1-isobutyl-4-(4,4,5,5-tetramethyl-1,3,2-dioxaborolan-2-yl)-1H-pyrazole). Reagents/catalysts: C1=CC=C(C=C1)P([C-]2C=CC=C2)C3=CC=CC=C3.C1=CC=C(C=C1)P([C-]2C=CC=C2)C3=CC=CC=C3.Cl[Pd]Cl.[Fe+2].C(Cl)Cl (PdCl2(dppf) CH2Cl2). Run in O1CCOCC1 (dioxane), O (water). Reaction conditions: temperature 80 celsius, time 16 hour. Product: C(C(C)C)N1N=CC(=C1)C=1N=CC=C2C1OC(=C(C2=O)C2=CC=C(C=C2)C2(CCC2)NC(OC(C)(C)C)=O)C2=CC=CC=C2 (tert-butyl 1-(4-(8-(1-isobutyl-1H-pyrazol-4-yl)-4-oxo-2-phenyl-4H-pyrano[2,3-c]pyridin-3-yl)phenyl)cyclobutylcarbamate). The yield is 67.7%. RXN SMILES: Cl[C:2]1[N:3]=[CH:4][CH:5]=[C:6]2[C:11](=[O:12])[C:10]([C:13]3[CH:18]=[CH:17][C:16]([C:19]4([NH:23][C:24](=[O:30])[O:25][C:26]([CH3:29])([CH3:28])[CH3:27])[CH2:22][CH2:21][CH2:20]4)=[CH:15][CH:14]=3)=[C:9]([C:31]3[CH:36]=[CH:35][CH:34]=[CH:33][CH:32]=3)[O:8][C:7]=12.C(=O)([O-])[O-].[Na+].[Na+].[CH2:43]([N:47]1[CH:51]=[C:50](B2OC(C)(C)C(C)(C)O2)[CH:49]=[N:48]1)[CH:44]([CH3:46])[CH3:45]>O1CCOCC1.O.C1C=CC(P(C2C=CC=CC=2)[C-]2C=CC=C2)=CC=1.C1C=CC(P(C2C=CC=CC=2)[C-]2C=CC=C2)=CC=1.Cl[Pd]Cl.[Fe+2].C(Cl)Cl>[CH2:43]([N:47]1[CH:51]=[C:50]([C:2]2[N:3]=[CH:4][CH:5]=[C:6]3[C:11](=[O:12])[C:10]([C:13]4[CH:14]=[CH:15][C:16]([C:19]5([NH:23][C:24](=[O:30])[O:25][C:26]([CH3:27])([CH3:28])[CH3:29])[CH2:20][CH2:21][CH2:22]5)=[CH:17][CH:18]=4)=[C:9]([C:31]4[CH:36]=[CH:35][CH:34]=[CH:33][CH:32]=4)[O:8][C:7]=23)[CH:49]=[N:48]1)[CH:44]([CH3:46])[CH3:45] |f:1.2.3,7.8.9.10.11|. Reported procedure: tert-Butyl 1-(4-(8-chloro-4-oxo-2-phenyl-4H-pyrano[2,3-c]pyridin-3-yl)phenyl)cyclobutylcarbamate (0.050 g, 0.1 mmol), sodium carbonate (0.032 g, 0.3 mmol) and 1-isobutyl-4-(4,4,5,5-tetramethyl-1,3,2-dioxaborolan-2-yl)-1H-pyrazole (0.025 g, 0.100 mmol) were dissolved in dioxane (5 mL) and water (1 mL). The reaction mixture was degassed, PdCl2(dppf)-CH2Cl2 adduct (0.012 g, 0.0150 mmol) added and heated at 80° C. After 16 hours, the reaction mixture was filtered through Celite®, washed with ethyl a...